Dataset: the Open Reaction Database (ORD), a public repository of structured organic reaction records. Task: describe an organic reaction: reactants, conditions, products, and yield The reactants are CC(C#N)=CC1C(C(=O)O)C1(C)C, C#CCc1c(F)c(F)c(CO)c(F)c1F, CN(C)c1ccncc1, ClCCl. Product: C#CCc1c(F)c(F)c(COC(=O)C2C(C=C(C)C#N)C2(C)C)c(F)c1F. Reaction SMILES: [C:16](#[N:17])[C:18](=[CH:19][CH:20]1[C:21]([CH3:26])([CH3:27])[CH:22]1[C:23](=[O:24])[OH:25])[CH3:28].[CH2:1]([C:2]#[CH:3])[c:4]1[c:5]([F:15])[c:6]([F:14])[c:7]([CH2:8][OH:9])[c:10]([F:13])[c:11]1[F:12].[CH3:29][N:30]([CH3:31])[c:32]1[cH:33][cH:34][n:35][cH:36][cH:37]1.[Cl:38][CH2:39][Cl:40]>>[CH2:1]([C:2]#[CH:3])[c:4]1[c:5]([F:15])[c:6]([F:14])[c:7]([CH2:8][O:9][C:23]([CH:22]2[CH:20]([CH:19]=[C:18]([C:16]#[N:17])[CH3:28])[C:21]2([CH3:26])[CH3:27])=[O:24])[c:10]([F:13])[c:11]1[F:12]. Starting materials: NC1=NC(=CC(=N1)C1=C(C=CC(=C1)Cl)O)Cl (2-(2-amino-6-chloro-pyrimidin-4-yl)-4-chloro-phenol), BrCC1=CC=CC=C1 (bromomethyl-benzene). Yields the product C(C1=CC=CC=C1)OC1=C(C=C(C=C1)Cl)C1=NC(=NC(=C1)Cl)N (4-(2-benzyloxy-5-chloro-phenyl)-6-chloro-pyrimidin-2-ylamine). Yield: 56.0%. RXN SMILES: [NH2:1][C:2]1[N:7]=[C:6]([C:8]2[CH:13]=[C:12]([Cl:14])[CH:11]=[CH:10][C:9]=2[OH:15])[CH:5]=[C:4]([Cl:16])[N:3]=1.Br[CH2:18][C:19]1[CH:24]=[CH:23][CH:22]=[CH:21][CH:20]=1>>[CH2:18]([O:15][C:9]1[CH:10]=[CH:11][C:12]([Cl:14])=[CH:13][C:8]=1[C:6]1[CH:5]=[C:4]([Cl:16])[N:3]=[C:2]([NH2:1])[N:7]=1)[C:19]1[CH:24]=[CH:23][CH:22]=[CH:21][CH:20]=1. Reported procedure: Following the method described in Example 72, 2-(2-amino-6-chloro-pyrimidin-4-yl)-4-chloro-phenol and bromomethyl-benzene provided 4-(2-benzyloxy-5-chloro-phenyl)-6-chloro-pyrimidin-2-ylamine (56% yield). The reactants are ClC=1C=C2C=C(N(C2=CC1)S(=O)(=O)C1=CC=CC=C1)S(=O)(=O)N1CC(NCC1)CCCC=1SC=CC1 (1-[(5-chloro-1-phenylsulfonylindol-2-yl)sulfonyl]-3-[3-(thien-2-yl)propyl]piperazine), CC1CC2=C(CN1)SC(=N2)C(=O)[O-].[Li+] (lithium 6-methyl-4,5,6,7-tetrahydrothiazolo[5,4-c]pyridine-2-carboxylate), Cl.CN(CCCN=C=NCC)C (1-(3-dimethylaminopropyl)-3-ethylcarbodiimide hydrochloride), O.ON1N=NC2=C1C=CC=C2 (1-hydroxybenzotriazole hydrate), C(C)(C)N(CC)C(C)C (diisoproylethylamine). Run in CN(C=O)C (N,N-dimethylformamide). Reaction conditions: time 15.5 hour. The product is Cl.ClC=1C=C2C=C(NC2=CC1)S(=O)(=O)N1CC(N(CC1)C(=O)C=1SC=2CNC(CC2N1)C)CCCC=1SC=CC1 (4-[(5-Chloroindol-2-yl)sulfonyl]-1-[(6-methyl-4,5,6,7-tetrahydrothiazolo[5,4-c]pyridin-2-yl]carbonyl]-2-[3-(thien-2-yl)propyl]piperazine hydrochloride). As a reaction SMILES: [Cl:1][C:2]1[CH:3]=[C:4]2[C:8](=[CH:9][CH:10]=1)[N:7](S(C1C=CC=CC=1)(=O)=O)[C:6]([S:20]([N:23]1[CH2:28][CH2:27][NH:26][CH:25]([CH2:29][CH2:30][CH2:31][C:32]3[S:33][CH:34]=[CH:35][CH:36]=3)[CH2:24]1)(=[O:22])=[O:21])=[CH:5]2.[CH3:37][CH:38]1[NH:43][CH2:42][C:41]2[S:44][C:45]([C:47]([O-])=[O:48])=[N:46][C:40]=2[CH2:39]1.[Li+].Cl.CN(C)CCCN=C=NCC.O.ON1C2C=CC=CC=2N=N1.C(N(C(C)C)CC)(C)C>CN(C)C=O>[ClH:1].[Cl:1][C:2]1[CH:3]=[C:4]2[C:8](=[CH:9][CH:10]=1)[NH:7][C:6]([S:20]([N:23]1[CH2:28][CH2:27][N:26]([C:47]([C:45]3[S:44][C:41]4[CH2:42][NH:43][CH:38]([CH3:37])[CH2:39][C:40]=4[N:46]=3)=[O:48])[CH:25]([CH2:29][CH2:30][CH2:31][C:32]3[S:33][CH:34]=[CH:35][CH:36]=3)[CH2:24]1)(=[O:21])=[O:22])=[CH:5]2 |f:1.2,3.4,5.6,9.10|. Reported procedure: In N,N-dimethylformamide (15 ml) were dissolved 1-[(5-chloro-1-phenylsulfonylindol-2-yl)sulfonyl]-3-[3-(thien-2-yl)propyl]piperazine (257 mg), lithium 6-methyl-4,5,6,7-tetrahydrothiazolo[5,4-c]pyridine-2-carboxylate (129 mg), 1-(3-dimethylaminopropyl)-3-ethylcarbodiimide hydrochloride (131 mg) and 1-hydroxybenzotriazole hydrate (76.4 mg). Under ice cooling, diisoproylethylamine (180 μl) was added dropwise to the resulting solution, followed by stirring at room temperature for 15.5 hours. The rea... Starting materials: CO, COC(=O)c1cc(Cl)cc2c1OCCN2C, Cl, [Na+], [OH-], O. The product is CN1CCOc2c(C(=O)O)cc(Cl)cc21. As a reaction SMILES: [CH3:19][OH:20].[Cl:1][c:2]1[cH:3][c:4]([C:13](=[O:14])[O:15][CH3:16])[c:5]2[c:6]([cH:12]1)[N:7]([CH3:11])[CH2:8][CH2:9][O:10]2.[ClH:21].[Na+:18].[OH-:17].[OH2:22]>>[Cl:1][c:2]1[cH:3][c:4]([C:13](=[O:14])[OH:15])[c:5]2[c:6]([cH:12]1)[N:7]([CH3:11])[CH2:8][CH2:9][O:10]2.